From a dataset of the Open Reaction Database (ORD), a public repository of structured organic reaction records. describe an organic reaction: reactants, conditions, products, and yield Starting materials: N1CCCC1 (Pyrrolidine), NC=1SC(=NN1)Cl (2-amino-5-chloro-1,3,4-thiadiazole). The solvent is C(C)O (ethanol). Run at temperature 40 celsius. The product is NC=1SC(=NN1)N1C=CC=C1 (2-amino-5-pyrrol-1-yl-1,3,4-thiadiazole). RXN SMILES: [NH:1]1[CH2:5][CH2:4][CH2:3][CH2:2]1.[NH2:6][C:7]1[S:8][C:9](Cl)=[N:10][N:11]=1>C(O)C>[NH2:6][C:7]1[S:8][C:9]([N:1]2[CH:5]=[CH:4][CH:3]=[CH:2]2)=[N:10][N:11]=1. Procedure: Pyrrolidine (200 μl) was added to a solution of 2-amino-5-chloro-1,3,4-thiadiazole (60 mg) in ethanol (2 ml) and the mixture heated in a sealed vial at 40° C. for 6 hours. The precipitate was filtered off and washed with a little methanol to give 2-amino-5-pyrrol-1-yl-1,3,4-thiadiazole. Reactants: O=C([O-])[O-], Cc1ccc(C)c(OCc2ccccc2C(C#N)=NOC(F)F)c1, CC(C)=O, [K+], [K+], NC(N)=O, O, OO. Yields the product Cc1ccc(C)c(OCc2ccccc2C(=NOC(F)F)C(N)=O)c1. RXN SMILES: [C:31](=[O:32])([O-:33])[O-:34].[CH3:1][c:2]1[c:3]([O:4][CH2:5][c:6]2[c:7]([C:12]([C:13]#[N:14])=[N:15][O:16][CH:17]([F:18])[F:19])[cH:8][cH:9][cH:10][cH:11]2)[cH:20][c:21]([CH3:24])[cH:22][cH:23]1.[CH3:37][C:38](=[O:39])[CH3:40].[K+:35].[K+:36].[NH2:25][C:26](=[O:27])[NH2:28].[OH2:41].[OH:29][OH:30]>>[CH3:1][c:2]1[c:3]([O:4][CH2:5][c:6]2[c:7]([C:12]([C:13]([NH2:14])=[O:27])=[N:15][O:16][CH:17]([F:18])[F:19])[cH:8][cH:9][cH:10][cH:11]2)[cH:20][c:21]([CH3:24])[cH:22][cH:23]1. Starting materials: C(C)(=O)O[C@H]1C[C@@H](O[C@@H]1CCC(CC1=C(C=CC=C1Cl)Cl)=O)N1C(=O)NC(=O)C(=C1)CC (3'-O-acetyl-5'-[3-(2,6-dichlorophenyl)-2-oxopropyl]-2',5'-dideoxy-5-ethyluridine), [BH4-].[Na+] (sodium borohydride). Solvent: C(OC)COC (dimethoxyethane). Yields the product C(C)(=O)O[C@H]1C[C@@H](O[C@@H]1CCC(CC1=C(C=CC=C1Cl)Cl)O)N1C(=O)NC(=O)C(=C1)CC (3'-O-acetyl-5'-[3-(2,6-dichlorophenyl)-2(RS)-hydroxypropyl]-2',5'-dideoxy-5-ethyluridine). Reaction SMILES: [C:1]([O:4][C@@H:5]1[C@@H:9]([CH2:10][CH2:11][C:12](=[O:22])[CH2:13][C:14]2[C:19]([Cl:20])=[CH:18][CH:17]=[CH:16][C:15]=2[Cl:21])[O:8][C@@H:7]([N:23]2[CH:30]=[C:29]([CH2:31][CH3:32])[C:27](=[O:28])[NH:26][C:24]2=[O:25])[CH2:6]1)(=[O:3])[CH3:2].[BH4-].[Na+]>C(COC)OC>[C:1]([O:4][C@@H:5]1[C@@H:9]([CH2:10][CH2:11][CH:12]([OH:22])[CH2:13][C:14]2[C:15]([Cl:21])=[CH:16][CH:17]=[CH:18][C:19]=2[Cl:20])[O:8][C@@H:7]([N:23]2[CH:30]=[C:29]([CH2:31][CH3:32])[C:27](=[O:28])[NH:26][C:24]2=[O:25])[CH2:6]1)(=[O:3])[CH3:2] |f:1.2|. Reported procedure: A solution of 149 mg of 3'-O-acetyl-5'-[3-(2,6-dichlorophenyl)-2-oxopropyl]-2',5'-dideoxy-5-ethyluridine and 26 mg of sodium borohydride in 7 ml of dimethoxyethane was stirred at room temperature for 2.5 hours. The solvent was removed by evaporation and the residue was taken up in 22 ml of 5% ammonium chloride solution and extracted twice with 20 ml of ethyl acetate each time. The extracts were washed with 20 ml of water, dried over anhydrous sodium sulphate and evaporated to give 3'-O-acetyl-5'... Reactants: C1(CC1)C(CC(=O)C1CC1)=O (1,3-Dicyclopropyl-propane-1,3-dione), CS(=O)C (dimethylsulfoxide), C[Si](C)(C)Cl (Trimethylsilyl chloride), [Br-].C(C)(C)(C)[NH3+] (tert-butylammonium bromide). Solvent: C(C)#N (acetonitrile), O (water), C(C)#N (acetonitrile). Yields the product ClC(C(=O)C1CC1)C(=O)C1CC1 (2-Chloro-1,3-dicyclopropyl-1,3-propanedione). Yield: 46.3%. As a reaction SMILES: C[Si]([Cl:5])(C)C.[Br-].C([NH3+])(C)(C)C.[CH:12]1([C:15](=[O:22])[CH2:16][C:17]([CH:19]2[CH2:21][CH2:20]2)=[O:18])[CH2:14][CH2:13]1.CS(C)=O>C(#N)C.O>[Cl:5][CH:16]([C:17]([CH:19]1[CH2:20][CH2:21]1)=[O:18])[C:15]([CH:12]1[CH2:13][CH2:14]1)=[O:22] |f:1.2|. Procedure: Trimethylsilyl chloride (16.6 ml, 130 mmol) was added to a solution of tert-butylammonium bromide (0.70 g, 2.17 mmol) in acetonitrile (50 ml) under nitrogen at 0° C. 1,3-Dicyclopropyl-propane-1,3-dione (ref: WO98155438) (6.62 g, 43.5 mmol) in acetonitrile (15 ml) was then added followed by dimethylsulfoxide (9.25 ml, 130 mmol) dropwise, and the reaction was allowed to warm to room temperature over 4 hours. The mixture was diluted with water (75 ml), extracted with diethylether (3×35 ml) and the ... Starting materials: C[Si](C)(C)Cl (trimethylsilylchloride), C(CCC)[Li] (n-butyllithium), O1C=C(C=C1)C=O (3-furaldehyde), CC=1N=CSC1 (4-Methylthiazole), C(CCC)[Li] (n-butyllithium), C(O)([O-])=O.[Na+] (sodium hydrogen carbonate). Solvent: C(C)OCC (diethyl ether), C(C)OCC (diethyl ether), C(C)OCC (diethyl ether). Reaction conditions: temperature 0 celsius, time 30 minute. The product is O1C=C(C=C1)C(O)C1=C(N=CS1)C (1-(3-Furyl)-1-(4-methyl-5-thiazolyl)methanol). As a reaction SMILES: [CH3:1][C:2]1[N:3]=[CH:4][S:5][CH:6]=1.C([Li])CCC.C[Si](Cl)(C)C.[O:17]1[CH:21]=[CH:20][C:19]([CH:22]=[O:23])=[CH:18]1.C(=O)([O-])O.[Na+]>C(OCC)C>[O:17]1[CH:21]=[CH:20][C:19]([CH:22]([C:6]2[S:5][CH:4]=[N:3][C:2]=2[CH3:1])[OH:23])=[CH:18]1 |f:4.5|. Procedure details: 4-Methylthiazole (3g) in dry diethyl ether was added dropwise to a stirred solution of n-butyllithium (1.6M in hexanes, 21ml) in diethyl ether (20ml) at -78° C. under an atmosphere of dry nitrogen. After 30 minutes, trimethylsilylchloride (3.9ml) was added and the mixture was then allowed to warm to 0° C. The mixture was then cooled to -78° C. and further n-butyllithium (21ml) was added. The mixture was warmed to 0° C. After 30 minutes the mixture was again cooled to -78° C. and 3-furaldehyde (5...